From a dataset of the Open Reaction Database (ORD), a public repository of structured organic reaction records. describe an organic reaction: reactants, conditions, products, and yield Starting materials: C1(=CC=CC=C1)O (phenol), C(C)(=O)OC(C)=O (acetic anhydride), C(C)(=O)OCC.N1=CC=CC=C1 (ethyl acetate pyridine). Product: C(C)(=O)NC1=C(C=C(C(=C1)C)C)OC(C)=O (2-acetamido-1-acetoxy-4,5-dimethylbenzene). Reaction SMILES: [C:1]1(O)C=CC=CC=1.[C:8]([O:11][C:12](=O)[CH3:13])(=[O:10])[CH3:9].C([O:18][CH2:19][CH3:20])(=O)C.[N:21]1[CH:26]=[CH:25][CH:24]=[CH:23][CH:22]=1>>[C:19]([NH:21][C:26]1[CH:25]=[C:24]([CH3:1])[C:23]([CH3:22])=[CH:13][C:12]=1[O:11][C:8](=[O:10])[CH3:9])(=[O:18])[CH3:20] |f:2.3|. Reported procedure: This phenol compound is acetylated with acetic anhydride in ethyl acetate/pyridine to give 2-acetamido-1-acetoxy-4,5-dimethylbenzene (m.p. 156°-158° C.) which is nitrated in acetic anhydride with 100% nitric acid at 20° C. From the nitration mixture, there is isolated, in a yield of 43% of theory, 2-acetamido-1-acetoxy-4,5-dimethyl-3-nitrobenzene (m.p. 209°-211° C.). After saponification of this compound with 2 N hydrochloric acid, there is obtained 2-amino-4,5-dimethyl-3-nitrophenol (m.p. 176°-...